This data is from the Open Reaction Database (ORD), a public repository of structured organic reaction records. The task is: describe an organic reaction: reactants, conditions, products, and yield The reactants are C1(=CC=CC=C1)C (toluene), FC1=C(C=O)C=C(C=C1)C(F)(F)F (2-fluoro-5-trifluoromethyl-benzaldehyde), Cl.CNC (dimethylamine hydrochloride), C([O-])([O-])=O.[K+].[K+] (potassium carbonate). Solvent: O (water), C(C)(=O)OCC (ethyl acetate). Conditions: temperature 120 celsius, time 8 hour. Yields the product CN(C1=C(C=O)C=C(C=C1)C(F)(F)F)C (2-dimethylamino-5-trifluoromethyl-benzaldehyde). Yield: 72.0%. RXN SMILES: C1(C)C=CC=CC=1.F[C:9]1[CH:16]=[CH:15][C:14]([C:17]([F:20])([F:19])[F:18])=[CH:13][C:10]=1[CH:11]=[O:12].Cl.[CH3:22][NH:23][CH3:24].C(=O)([O-])[O-].[K+].[K+]>O.C(OCC)(=O)C>[CH3:22][N:23]([CH3:24])[C:9]1[CH:16]=[CH:15][C:14]([C:17]([F:20])([F:19])[F:18])=[CH:13][C:10]=1[CH:11]=[O:12] |f:2.3,4.5.6|. Reported procedure: To toluene (5 ml) are added 2-fluoro-5-trifluoromethyl-benzaldehyde (650 mg) and dimethylamine hydrochloride (2.76 g), followed by addition of potassium carbonate (1.4 g), and the mixture is stirred at 120° C. overnight. The reaction solution is cooled to room temperature, and thereto are added ethyl acetate and water, and the mixture is separated, and the organic layer is washed with a saturated brine, dried over magnesium sulfate, and concentrated under reduced pressure. The resulting residue ... Reactants: C(C)N(C(=O)[C@H]1CN2[C@H]([C@H]([C@@H]1CC2)NCC2=C(C=CC(=C2)OC)OC)C(C2=CC=CC=C2)C2=CC=CC=C2)CC ((3R*,4R*,5S*,6S*)-N,N-Diethyl-5-(2,5-dimethoxybenzylamino)-6-diphenylmethyl-1-azabicyclo[2.2.2]octane-3-carboxamide). Solvent: CO[Na].CO (MeONa MeOH). Yields the product C(C)N(C(=O)[C@H]1CN2[C@@H]([C@@H]([C@H]1CC2)NCC2=C(C=CC(=C2)OC)OC)C(C2=CC=CC=C2)C2=CC=CC=C2)CC ((3R*,4S*,5R*,6R*)-N,N-Diethyl-5-(2,5-dimethoxybenzylamino)-6-diphenylmethyl-1-azabicyclo[2.2.2]octane-3-carboxamide). Yield: 86.0%. Reaction SMILES: [CH2:1]([N:3]([CH2:39][CH3:40])[C:4]([C@@H:6]1[C@H:11]2[CH2:12][CH2:13][N:8]([C@@H:9]([CH:26]([C:33]3[CH:38]=[CH:37][CH:36]=[CH:35][CH:34]=3)[C:27]3[CH:32]=[CH:31][CH:30]=[CH:29][CH:28]=3)[C@H:10]2[NH:14][CH2:15][C:16]2[CH:21]=[C:20]([O:22][CH3:23])[CH:19]=[CH:18][C:17]=2[O:24][CH3:25])[CH2:7]1)=[O:5])[CH3:2]>CO[Na].CO>[CH2:39]([N:3]([CH2:1][CH3:2])[C:4]([C@@H:6]1[C@@H:11]2[CH2:12][CH2:13][N:8]([C@H:9]([CH:26]([C:27]3[CH:28]=[CH:29][CH:30]=[CH:31][CH:32]=3)[C:33]3[CH:34]=[CH:35][CH:36]=[CH:37][CH:38]=3)[C@@H:10]2[NH:14][CH2:15][C:16]2[CH:21]=[C:20]([O:22][CH3:23])[CH:19]=[CH:18][C:17]=2[O:24][CH3:25])[CH2:7]1)=[O:5])[CH3:40] |f:1.2|. Reported procedure: A mixture of 17 (506 mg, 0.93 mmole) and 20%-MeONa/MeOH (140 ml) was heated at reflux under a nitrogen atmosphere for 3 hours. After cooling the reaction mixture, the resulting white suspension was poured into crushed ice and extracted with CH2Cl2 (80 ml×3). The combined organic layers were washed with brine, dried over MgSO4, and concentrated down. The resulting crude solid was purified with silica-gel chromatography (CH2Cl2 :MeOH=10:1) to give 19 (0.46 g, 0.8 mmole, 92%). The reactants are CCCCCC(=O)Cl, CN(C)c1ccncc1, NS(=O)(=O)c1ccccc1NC(=O)c1cccc(OCc2ccc(Cl)cc2)c1, C1CCOC1. The product is CCCCCC(=O)NS(=O)(=O)c1ccccc1NC(=O)c1cccc(OCc2ccc(Cl)cc2)c1. Reaction SMILES: [C:1]([CH2:2][CH2:3][CH2:4][CH2:5][CH3:6])(=[O:7])[Cl:8].[CH3:37][N:38]([CH3:39])[c:40]1[cH:41][cH:42][n:43][cH:44][cH:45]1.[Cl:9][c:10]1[cH:11][cH:12][c:13]([CH2:14][O:15][c:16]2[cH:17][c:18]([C:19](=[O:20])[NH:21][c:22]3[c:23]([S:28]([NH2:29])(=[O:30])=[O:31])[cH:24][cH:25][cH:26][cH:27]3)[cH:32][cH:33][cH:34]2)[cH:35][cH:36]1.[O:46]1[CH2:47][CH2:48][CH2:49][CH2:50]1>>[C:1]([CH2:2][CH2:3][CH2:4][CH2:5][CH3:6])(=[O:7])[NH:29][S:28]([c:23]1[c:22]([NH:21][C:19]([c:18]2[cH:17][c:16]([O:15][CH2:14][c:13]3[cH:12][cH:11][c:10]([Cl:9])[cH:36][cH:35]3)[cH:34][cH:33][cH:32]2)=[O:20])[cH:27][cH:26][cH:25][cH:24]1)(=[O:30])=[O:31]. Reactants: N1=COC2=C1C1=CC=CC=C1C=C2 (naphthoxazole), S1N=CC2=C1C=CS2 (thienoisothiazole). The product is N1=CSC2=C1C1=CC=CC=C1C=C2 (naphthothiazole). RXN SMILES: [N:1]1[C:5]2[C:6]3[C:11]([CH:12]=[CH:13][C:4]=2O[CH:2]=1)=[CH:10][CH:9]=[CH:8][CH:7]=3.[S:14]1C2C=CSC=2C=N1>>[N:1]1[C:5]2[C:6]3[C:11]([CH:12]=[CH:13][C:4]=2[S:14][CH:2]=1)=[CH:10][CH:9]=[CH:8][CH:7]=3. Procedure: naphthoxazole; or thienoisothiazole. Reactants: CCOC(=O)c1c(Oc2c(C)cc([N+](=O)[O-])c3c2CCC3)ccc(OCc2ccccc2)c1C(C)=O, CSC, O=C(O)C(F)(F)F, O. Yields the product CCOC(=O)c1c(Oc2c(C)cc([N+](=O)[O-])c3c2CCC3)ccc(O)c1C(C)=O. Reaction SMILES: [C:1]([CH3:2])(=[O:3])[c:4]1[c:5]([C:6](=[O:7])[O:8][CH2:9][CH3:10])[c:11]([O:23][c:24]2[c:25]3[c:29]([c:30]([N+:34](=[O:35])[O-:36])[cH:31][c:32]2[CH3:33])[CH2:28][CH2:27][CH2:26]3)[cH:12][cH:13][c:14]1[O:15][CH2:16][c:17]1[cH:18][cH:19][cH:20][cH:21][cH:22]1.[CH3:37][S:38][CH3:39].[F:41][C:42]([F:43])([F:44])[C:45]([OH:46])=[O:47].[OH2:40]>>[C:1]([CH3:2])(=[O:3])[c:4]1[c:5]([C:6](=[O:7])[O:8][CH2:9][CH3:10])[c:11]([O:23][c:24]2[c:25]3[c:29]([c:30]([N+:34](=[O:35])[O-:36])[cH:31][c:32]2[CH3:33])[CH2:28][CH2:27][CH2:26]3)[cH:12][cH:13][c:14]1[OH:15]. Starting materials: CC(C(COC1=CC=CC=C1)=O)(C)C (3,3-dimethyl-1-phenoxy-butan-2-one), BrC=1C=NC=NC1 (5-bromopyrimidine), [Cl-].[NH4+] (ammonium chloride), C(CCC)[Li] (n-butyl-lithium). Run in O1CCCC1 (tetrahydrofuran), CCOCC (ether), O1CCCC1 (tetrahydrofuran), CCCCCC (n-hexane). Reaction conditions: temperature -110 celsius, time 2 hour. Product: CC(C(COC1=CC=CC=C1)(O)C=1C=NC=NC1)(C)C (3,3-dimethyl-1-phenoxy-2-pyrimidin-5-yl-butan-2-ol). Yield: 38.6%. Reaction SMILES: [CH3:1][C:2]([CH3:14])([CH3:13])[C:3](=[O:12])[CH2:4][O:5][C:6]1[CH:11]=[CH:10][CH:9]=[CH:8][CH:7]=1.Br[C:16]1[CH:17]=[N:18][CH:19]=[N:20][CH:21]=1.C([Li])CCC.[Cl-].[NH4+]>O1CCCC1.CCOCC.CCCCCC>[CH3:1][C:2]([CH3:14])([CH3:13])[C:3]([C:16]1[CH:17]=[N:18][CH:19]=[N:20][CH:21]=1)([OH:12])[CH2:4][O:5][C:6]1[CH:11]=[CH:10][CH:9]=[CH:8][CH:7]=1 |f:3.4|. Reported procedure: A solution of 19.2 g (0.1 mol) of 3,3-dimethyl-1-phenoxy-butan-2-one in 110 ml of absolute tetrahydrofuran and 70 ml of absolute ether was cooled to -120° C. under a dry nitrogen atmosphere. A solution of 15.7 g (0.1 mol) of 5-bromopyrimidine in 50 ml of absolute tetrahydrofuran was added dropwise. 60 ml of a 15% strength solution of n-butyl-lithium (containing about 0.14 mol) in n-hexane were then slowly added dropwise at -120° C. The mixture was stirred further, first for 2 hours at a temperat...